This data is from the Open Reaction Database (ORD), a public repository of structured organic reaction records. The task is: describe an organic reaction: reactants, conditions, products, and yield The reactants are BrC=1C=C(C=NC1)NC=C1C(OC(OC1=O)(C)C)=O (5-((5-bromopyridin-3-ylamino)methylene)-2,2-dimethyl-1,3-dioxane-4,6-dione), C1(=CC=CC=C1)OC1=CC=CC=C1 (diphenyl ether). Run in Hexanes. Run at temperature 250 celsius, time 1 hour. The product is BrC1=CN=C2C(C=CNC2=C1)=O (7-bromo-1,5-naphthyridin-4(1H)-one). The yield is 83.8%. RXN SMILES: [Br:1][C:2]1[CH:3]=[C:4]([NH:8][CH:9]=[C:10]2[C:15](=[O:16])OC(C)(C)OC2=O)[CH:5]=[N:6][CH:7]=1.C1(OC2C=CC=CC=2)C=CC=CC=1>>[Br:1][C:2]1[CH:3]=[C:4]2[C:5]([C:15](=[O:16])[CH:10]=[CH:9][NH:8]2)=[N:6][CH:7]=1. Reported procedure: A 500 mL round bottom flask equipped with a reflux condenser was charged with 5-((5-bromopyridin-3-ylamino)methylene)-2,2-dimethyl-1,3-dioxane-4,6-dione (10.5 g, 32.1 mmol) and diphenyl ether (84.5 mL, 32.1 mmol). This was heated to 250° C. in heating mantle and allowed to stay at this temperature for 1 hour. Reaction mixture was cooled to room temperature and diluted with 300 mL of Hexanes. This was heated to 60° C. and triturated in this system for 3 hrs to afford 7-bromo-1,5-naphthyridin-4(1H... The yield is 83.0%. Starting materials: BrC=1C(=NSC1)OC (4-bromo-3-methoxyisothiazole), [C-]#N.[Na+] (sodium cyanide), CN(C=O)C (dimethylformamide), cuprous cyanide. Conditions: temperature 25 celsius. Procedure: To a solution of 38.8 g. (0.2 mole) of 4-bromo-3-methoxyisothiazole prepared as in Example 15 in 80 ml. of dimethylformamide was added 54 g. (0.6 mole) of cuprous cyanide. The mixture was stirred and heated at reflux for 1 hour. Then the reaction mixture was cooled to 25° C., and 40 g. (0.81 mole) of sodium cyanide in 120 ml. of water was added in portions. The mixture exothermed to 60°-70° C. and was allowed again to cool to 25° C. The reaction solution was then extracted thoroughly with ether.... The product is C(#N)C=1C(=NSC1)OC (4-cyano-3-methoxyisothiazole). RXN SMILES: Br[C:2]1[C:3]([O:7][CH3:8])=[N:4][S:5][CH:6]=1.[CH3:9][N:10](C)C=O.[C-]#N.[Na+]>O>[C:9]([C:2]1[C:3]([O:7][CH3:8])=[N:4][S:5][CH:6]=1)#[N:10] |f:2.3|. The solvent is O (water). Run in CN(C)C=O (DMF). RXN SMILES: [NH:1]([C:56]([O:58][C:59]([CH3:62])([CH3:61])[CH3:60])=[O:57])[C@H:2]([C:19]([NH:21][C@@H:22]([C:35]([NH:37][C@H:38]([C:46]([O:48][CH2:49][C:50]1[CH:55]=[CH:54][CH:53]=[CH:52][CH:51]=1)=[O:47])[CH2:39][C:40]1[CH:45]=[CH:44][CH:43]=[CH:42][CH:41]=1)=[O:36])[CH2:23][C:24]1[C:32]2[C:27](=[CH:28][CH:29]=[CH:30][CH:31]=2)[N:26]([CH:33]=[O:34])[CH:25]=1)=[O:20])[CH2:3][C:4]1[N:8]=[CH:7][N:6](S(C2C=CC(C)=CC=2)(=O)=O)[CH:5]=1.[Cl-].[NH+]1C=CC=CC=1>CN(C=O)C>[NH:1]([C:56]([O:58][C:59]([CH3:62])([CH3:61])[CH3:60])=[O:57])[C@H:2]([C:19]([NH:21][C@@H:22]([C:35]([NH:37][C@H:38]([C:46]([O:48][CH2:49][C:50]1[CH:55]=[CH:54][CH:53]=[CH:52][CH:51]=1)=[O:47])[CH2:39][C:40]1[CH:41]=[CH:42][CH:43]=[CH:44][CH:45]=1)=[O:36])[CH2:23][C:24]1[C:32]2[C:27](=[CH:28][CH:29]=[CH:30][CH:31]=2)[N:26]([CH:33]=[O:34])[CH:25]=1)=[O:20])[CH2:3][C:4]1[N:8]=[CH:7][NH:6][CH:5]=1 |f:1.2|. Product: N([C@@H](CC1=CNC=N1)C(=O)N[C@H](CC1=CN(C2=CC=CC=C12)C=O)C(=O)N[C@@H](CC1=CC=CC=C1)C(=O)OCC1=CC=CC=C1)C(=O)OC(C)(C)C (Boc-His-D-Trp(CHO)-Phe-OBzl). The yield is 73.5%. The reactants are N([C@@H](CC1=CN(C=N1)S(=O)(=O)C1=CC=C(C)C=C1)C(=O)N[C@H](CC1=CN(C2=CC=CC=C12)C=O)C(=O)N[C@@H](CC1=CC=CC=C1)C(=O)OCC1=CC=CC=C1)C(=O)OC(C)(C)C (Boc-His(Tos)-D-Trp(CHO)-Phe-OBzl), [Cl-].[NH+]1=CC=CC=C1 (pyridinium chloride), [Cl-].[NH+]1=CC=CC=C1 (pyridinium chloride). Reaction conditions: time 50 minute. Procedure: To a solution of Boc-His(Tos)-D-Trp(CHO)-Phe-OBzl (1.16 g) in DMF (35 ml) was added pyridinium chloride (1.6 g) at room temperature. After stirring for one and half an hour, additional pyridinium chloride (0.4 g) was added and the mixture was stirred for additional 50 minutes. After evaporation, the residue was solidified with water, filtered, washed with 2% hydrochloric acid, water, 2% sodium hydrogencarbonate, water, and dried. The powder was subjected to column chromatography on silica gel (1...